From a dataset of the Open Reaction Database (ORD), a public repository of structured organic reaction records. describe an organic reaction: reactants, conditions, products, and yield The reactants are C1CCOC1 (THF), COC([C@H](C\C=C\C1=CC=C(C=C1)C1(CCOCC1)OC)NC(C1=C(C=CC=C1Cl)Cl)=O)=O ((S,E)-2-(2,6-dichlorobenzamido)-5-[4-(4-methoxytetrahydropyran-4-yl)-phenyl]pent-4-enoic acid methyl ester), O.O.O.O.O.O.O.O.[OH-].[Ba+2].[OH-] (Barium hydroxide octahydrate). Solvent: O (water). Reaction conditions: temperature 0 celsius, time 8 hour. Yields the product ClC1=C(C(=O)N[C@H](C(=O)O)C\C=C\C2=CC=C(C=C2)C2(CCOCC2)OC)C(=CC=C1)Cl ((S,E)-2-(2,6-dichlorobenzamido)-5-[4-(4-methoxytetrahydropyran-4-yl)-phenyl]pent-4-enoic acid). Yield: 64.6%. Reaction SMILES: C1COCC1.C[O:7][C:8](=[O:38])[C@@H:9]([NH:27][C:28](=[O:37])[C:29]1[C:34]([Cl:35])=[CH:33][CH:32]=[CH:31][C:30]=1[Cl:36])[CH2:10]/[CH:11]=[CH:12]/[C:13]1[CH:18]=[CH:17][C:16]([C:19]2([O:25][CH3:26])[CH2:24][CH2:23][O:22][CH2:21][CH2:20]2)=[CH:15][CH:14]=1.O.O.O.O.O.O.O.O.[OH-].[Ba+2].[OH-]>O>[Cl:36][C:30]1[CH:31]=[CH:32][CH:33]=[C:34]([Cl:35])[C:29]=1[C:28]([NH:27][C@@H:9]([CH2:10]/[CH:11]=[CH:12]/[C:13]1[CH:18]=[CH:17][C:16]([C:19]2([O:25][CH3:26])[CH2:24][CH2:23][O:22][CH2:21][CH2:20]2)=[CH:15][CH:14]=1)[C:8]([OH:38])=[O:7])=[O:37] |f:2.3.4.5.6.7.8.9.10.11.12|. Procedure details: To a mixed solvent of THF (250 ml) and water (125 ml), (S,E)-2-(2,6-dichlorobenzamido)-5-[4-(4-methoxytetrahydropyran-4-yl)-phenyl]pent-4-enoic acid methyl ester (9.80 g) was dissolved, and the resulting mixture was cooled to 0° C. Barium hydroxide octahydrate (3.14 g) was added thereto and the resulting mixture was stirred at 0° C. for 8 hours. The reaction solution was concentrated to remove THF, and water (150 ml) was added thereto, followed by washing the resulting mixture with ether. Aqueou... Starting materials: [BH4-], CC(=O)O, Nc1cccc2c1C(=O)N(C1CC(O)C(=O)NC1=O)C2=O, [Na+], O=Cc1ccco1. Yields the product O=C1NC(=O)C(N2C(=O)c3cccc(NCc4ccco4)c3C2=O)CC1O. RXN SMILES: [BH4-:29].[CH3:31][C:32](=[O:33])[OH:34].[NH2:1][c:2]1[c:3]2[c:7]([cH:8][cH:9][cH:10]1)[C:6](=[O:11])[N:5]([CH:12]1[C:13](=[O:20])[NH:14][C:15](=[O:19])[CH:16]([OH:18])[CH2:17]1)[C:4]2=[O:21].[Na+:30].[o:22]1[c:23]([CH:27]=[O:28])[cH:24][cH:25][cH:26]1>>[NH:1]([c:2]1[c:3]2[c:7]([cH:8][cH:9][cH:10]1)[C:6](=[O:11])[N:5]([CH:12]1[C:13](=[O:20])[NH:14][C:15](=[O:19])[CH:16]([OH:18])[CH2:17]1)[C:4]2=[O:21])[CH2:27][c:23]1[o:22][cH:26][cH:25][cH:24]1. The reactants are COc1ccc(S(=O)(=O)N2CC3OC(C)(C)OC3C(O)C2C(=O)NOCc2ccccc2)cc1, CO, C1COCCO1. Yields the product COc1ccc(S(=O)(=O)N2CC(O)C(O)C(O)C2C(=O)NOCc2ccccc2)cc1. As a reaction SMILES: [CH2:1]([c:2]1[cH:3][cH:4][cH:5][cH:6][cH:7]1)[O:8][NH:9][C:10](=[O:11])[CH:12]1[CH:13]([OH:34])[CH:14]2[CH:15]([CH2:16][N:17]1[S:18](=[O:19])(=[O:20])[c:21]1[cH:22][cH:23][c:24]([O:27][CH3:28])[cH:25][cH:26]1)[O:29][C:30]([CH3:32])([CH3:33])[O:31]2.[CH3:35][OH:36].[O:37]1[CH2:38][CH2:39][O:40][CH2:41][CH2:42]1>>[CH2:1]([c:2]1[cH:3][cH:4][cH:5][cH:6][cH:7]1)[O:8][NH:9][C:10](=[O:11])[CH:12]1[CH:13]([OH:34])[CH:14]([OH:31])[CH:15]([OH:29])[CH2:16][N:17]1[S:18](=[O:19])(=[O:20])[c:21]1[cH:22][cH:23][c:24]([O:27][CH3:28])[cH:25][cH:26]1. Starting materials: O=C([O-])[O-], CC(C)=O, Fc1ccc(CBr)cc1, O=[N+]([O-])c1ccc(O)cc1F, [K+], [K+]. Yields the product O=[N+]([O-])c1ccc(OCc2ccc(F)cc2)cc1F. As a reaction SMILES: [C:21](=[O:22])([O-:23])[O-:24].[CH3:27][C:28](=[O:29])[CH3:30].[F:12][c:13]1[cH:14][cH:15][c:16]([CH2:17][Br:18])[cH:19][cH:20]1.[F:1][c:2]1[cH:3][c:4]([OH:11])[cH:5][cH:6][c:7]1[N+:8](=[O:9])[O-:10].[K+:25].[K+:26]>>[F:1][c:2]1[cH:3][c:4]([O:11][CH2:17][c:16]2[cH:15][cH:14][c:13]([F:12])[cH:20][cH:19]2)[cH:5][cH:6][c:7]1[N+:8](=[O:9])[O-:10].